From a dataset of the Open Reaction Database (ORD), a public repository of structured organic reaction records. describe an organic reaction: reactants, conditions, products, and yield The product is COC(CC1=C(C=NC=C1)C#N)=O ((3-cyano-pyridine-4-yl)-acetic acid methyl ester). RXN SMILES: [CH3:1][C:2]1[C:7]([C:8]#[N:9])=[CH:6][N:5]=[CH:4][CH:3]=1.[Li+].C[Si]([N-][Si](C)(C)C)(C)C.[CH3:20][O:21][C:22](=O)[O:23]C.[Cl-].[NH4+]>C1COCC1.C(OC(=O)C)C>[CH3:20][O:21][C:22](=[O:23])[CH2:1][C:2]1[CH:3]=[CH:4][N:5]=[CH:6][C:7]=1[C:8]#[N:9] |f:1.2,4.5|. Procedure details: 2.52 g of 4-methyl-nicotinonitrile was dissolved in 15 mL of anhydrous THF and dropwisely added with 45 mL of 1M LHMDS at −78° C. and stirred for about 1 hour. At the temperature the above mixture was dropwisely added with 1.98 mL of dimethylcarbonate, stirred for about 1 hour. The mixture was then heated to 0° C. and stirred further for about 2 hours. The above mixture was added with 5 mL of saturated solution of ammonium chloride, diluted with 300 mL ethylacetate. Then, the organic solvent lay... Isolated yield 85.0%. Starting materials: CC1=CC=NC=C1C#N (4-methyl-nicotinonitrile), [Li+].C[Si](C)(C)[N-][Si](C)(C)C (LHMDS), COC(OC)=O (dimethylcarbonate), saturated solution, [Cl-].[NH4+] (ammonium chloride). Reaction conditions: temperature 0 celsius, time 1 hour. Solvent: C(C)OC(C)=O (ethylacetate), C1CCOC1 (THF). Starting materials: C(C=C(C)C)OC=1C(C=CC(C1)=O)=O (2-Prenyloxy-1,4-benzoquinone), CC1(CCCC=C1C=C)C (6,6-Dimethyl-1-vinylcyclohexene). Solvent: CO (MeOH). The product is C(C=C(C)C)OC1=CC(C2=CC=C3C(CCCC3=C2C1=O)(C)C)=O (3-Prenyloxy-8,8-dimethyl-5,6,7,8-tetrahydro-1,4-phenanthrenequinone). Isolated yield 35.5%. RXN SMILES: [CH2:1]([O:6][C:7]1[C:8](=[O:14])[CH:9]=[CH:10][C:11](=[O:13])[CH:12]=1)[CH:2]=[C:3]([CH3:5])[CH3:4].[CH3:15][C:16]1([CH3:24])[C:21]([CH:22]=[CH2:23])=[CH:20][CH2:19][CH2:18][CH2:17]1>CO>[CH2:1]([O:6][C:7]1[C:8](=[O:14])[C:9]2[C:10](=[CH:23][CH:22]=[C:21]3[C:20]=2[CH2:19][CH2:18][CH2:17][C:16]3([CH3:24])[CH3:15])[C:11](=[O:13])[CH:12]=1)[CH:2]=[C:3]([CH3:5])[CH3:4]. Reported procedure: 2-Prenyloxy-1,4-benzoquinone (20.0 g, 0.104 M) and 6,6-Dimethyl-1-vinylcyclohexene (56.7 g, 0.416 M) were dissolved in 150 ml of MeOH, and refluxed for 3 hours. 3-Prenyloxy-8,8-dimethyl-5,6,7,8-tetrahydro-1,4-phenanthrenequinone (12.0 g, 0.037 M) was obtained in the same manner as in Example 1. The reactants are ClC1=C(C=CC=C1C)NN ((2-Chloro-3-methyl-phenyl)-hydrazine), C(C(=O)C)(=O)OCC (ethyl pyruvate). The product is C(C)OC(C(C)=NNC1=C(C(=CC=C1)C)Cl)=O (2-[(2-Chloro-3-methyl-phenyl)-hydrazono]-propionic acid ethyl ester). RXN SMILES: [Cl:1][C:2]1[C:7]([CH3:8])=[CH:6][CH:5]=[CH:4][C:3]=1[NH:9][NH2:10].[C:11]([O:16][CH2:17][CH3:18])(=[O:15])[C:12]([CH3:14])=O>>[CH2:17]([O:16][C:11](=[O:15])[C:12](=[N:10][NH:9][C:3]1[CH:4]=[CH:5][CH:6]=[C:7]([CH3:8])[C:2]=1[Cl:1])[CH3:14])[CH3:18]. Procedure details: The title compound was prepared in accordance with the general method of example 25b) from (2-Chloro-3-methyl-phenyl)-hydrazine and ethyl pyruvate. Starting materials: C(C)(C)C1SC2=C(N(C1=O)CC(=O)OC)C=CC=C2 (methyl 3,4-dihydro-2-isopropyl-3-oxo-2H1,4-benzothiazine-4-acetate), P12(=S)SP3(=S)SP(=S)(S1)SP(=S)(S2)S3 (phosphorus pentasulfide). Run in C1(=CC=CC=C1)C (toluene). Yields the product C(C)(C)C1SC2=C(N(C1=S)CC(=O)OC)C=CC=C2 (methyl 3,4-dihydro-2- isopropyl-3-thioxo-2H-1,4-benzothiazine-4-acetate). As a reaction SMILES: [CH:1]([CH:4]1[C:9](=O)[N:8]([CH2:11][C:12]([O:14][CH3:15])=[O:13])[C:7]2[CH:16]=[CH:17][CH:18]=[CH:19][C:6]=2[S:5]1)([CH3:3])[CH3:2].P12(SP3(SP(SP(S3)(S1)=S)(=S)S2)=S)=[S:21]>C1(C)C=CC=CC=1>[CH:1]([CH:4]1[C:9](=[S:21])[N:8]([CH2:11][C:12]([O:14][CH3:15])=[O:13])[C:7]2[CH:16]=[CH:17][CH:18]=[CH:19][C:6]=2[S:5]1)([CH3:3])[CH3:2]. Reported procedure: A mixture of methyl 3,4-dihydro-2-isopropyl-3-oxo-2H1,4-benzothiazine-4-acetate (50.0 g), phosphorus pentasulfide (79.5 g), and toluene (450 ml) was refluxed for 5.5 hours with stirring. After cooling, the insoluble matter was removed by filtration, and the solvent was evaporated off. To the residue isopropyl ether (300 ml) was added, and the insoluble matter was removed by filtration. The filtrate was concentrated, and the residue was crystallized from 2-propanol, to give methyl 3,4-dihydro-2- ... Reactants: CN1C(C(NC2=CC=CC=C12)=O)=O (1,4-dihydro-1-methylquinoxalin-2,3-dione), CN(C)C=O (DMF), S(=O)(Cl)Cl (thionyl chloride). The solvent is C1(=CC=CC=C1)C (toluene). Product: ClC=1C(N(C2=CC=CC=C2N1)C)=O (3-Chloro-1-methyl-1H-quinoxalin-2-one). Reaction SMILES: [CH3:1][N:2]1[C:11]2[C:6](=[CH:7][CH:8]=[CH:9][CH:10]=2)[NH:5][C:4](=O)[C:3]1=[O:13].CN(C=O)C.S(Cl)([Cl:21])=O>C1(C)C=CC=CC=1>[Cl:21][C:4]1[C:3](=[O:13])[N:2]([CH3:1])[C:11]2[C:6]([N:5]=1)=[CH:7][CH:8]=[CH:9][CH:10]=2. Reported procedure: A mixture of 56.1 g. (0.32 m.) of 1,4-dihydro-1-methylquinoxalin-2,3-dione, 10 ml. of DMF, 50 ml. (0.67 m.) of thionyl chloride and 1 l. of toluene was refluxed for 1 hour, cooled, and stripped, finally under high vcuum to a crude dark solid, m.p. 124°-130° C. of sufficient purity to use in the next step.